Dataset: the Open Reaction Database (ORD), a public repository of structured organic reaction records. Task: describe an organic reaction: reactants, conditions, products, and yield Starting materials: [Ag+], CCOC(=O)c1sc(-c2ccc(C(F)(F)F)cc2)nc1CBr, O=C([O-])C(F)(F)F, CN(C)C=O. Product: CCOC(=O)c1sc(-c2ccc(C(F)(F)F)cc2)nc1CO. As a reaction SMILES: [Ag+:35].[Br:1][CH2:2][c:3]1[n:4][c:5](-[c:13]2[cH:14][cH:15][c:16]([C:19]([F:20])([F:21])[F:22])[cH:17][cH:18]2)[s:6][c:7]1[C:8](=[O:9])[O:10][CH2:11][CH3:12].[F:28][C:29]([F:30])([F:31])[C:32]([O-:33])=[O:34].[O:23]=[CH:24][N:25]([CH3:26])[CH3:27]>>[CH2:2]([c:3]1[n:4][c:5](-[c:13]2[cH:14][cH:15][c:16]([C:19]([F:20])([F:21])[F:22])[cH:17][cH:18]2)[s:6][c:7]1[C:8](=[O:9])[O:10][CH2:11][CH3:12])[OH:23]. The reactants are CC1=CC=C(C2=CC=CC=C12)C(=O)Cl (4-methyl-1-naphthoyl chloride), ClC1=C2C=C(N(C2=CC(=C1)Cl)CCN1CCOCC1)C (4-(2-(4,6-dichloro-2-methyl-1H-indol-1-yl)ethyl)morpholine), [Cl-].[Cl-].C(C)[Al+2] (ethyl aluminum dichloride). The solvent is C(Cl)Cl (CH2Cl2). The product is ClC1=C2C(=C(N(C2=CC(=C1)Cl)CCN1CCOCC1)C)C(=O)C1=CC=C(C2=CC=CC=C12)C ((4,6-dichloro-2-methyl-1-(2-morpholino ethyl)-1H-indol-3-yl)(4-methylnaphthalen-1-yl)methanone). Reaction SMILES: [CH3:1][C:2]1[C:11]2[C:6](=[CH:7][CH:8]=[CH:9][CH:10]=2)[C:5]([C:12](Cl)=[O:13])=[CH:4][CH:3]=1.[Cl:15][C:16]1[CH:24]=[C:23]([Cl:25])[CH:22]=[C:21]2[C:17]=1[CH:18]=[C:19]([CH3:34])[N:20]2[CH2:26][CH2:27][N:28]1[CH2:33][CH2:32][O:31][CH2:30][CH2:29]1.[Cl-].[Cl-].C([Al+2])C>C(Cl)Cl>[Cl:15][C:16]1[CH:24]=[C:23]([Cl:25])[CH:22]=[C:21]2[C:17]=1[C:18]([C:12]([C:5]1[C:6]3[C:11](=[CH:10][CH:9]=[CH:8][CH:7]=3)[C:2]([CH3:1])=[CH:3][CH:4]=1)=[O:13])=[C:19]([CH3:34])[N:20]2[CH2:26][CH2:27][N:28]1[CH2:29][CH2:30][O:31][CH2:32][CH2:33]1 |f:2.3.4|. Procedure details: To a solution of 4-methyl-1-naphthoyl chloride (29 mg, 0.14 mmol) and 4-(2-(4,6-dichloro-2-methyl-1H-indol-1-yl)ethyl)morpholine (44 mg, 0.14 mmol) in 1 mL CH2Cl2 at −70° C. was added dropwise ethyl aluminum dichloride (0.17 mL, 0.31 mmol, 1.8 M in toluene). The reaction mixture was allowed to slowly warm to room temperature overnight. The reaction mixture was then partitioned between ethyl acetate and cold H2O, and the aqueous layer extracted twice with ethyl acetate. The combined organic extra... The reactants are CCN(CC)c1ccccc1, CCOc1c(Cl)cc(N)cc1CC, Cc1ccccc1, CC(C)OC(=O)Cl. The product is CCOc1c(Cl)cc(NC(=O)OC(C)C)cc1CC. As a reaction SMILES: [CH2:14]([N:15]([CH2:16][CH3:17])[c:18]1[cH:19][cH:20][cH:21][cH:22][cH:23]1)[CH3:24].[CH2:1]([CH3:2])[c:3]1[cH:4][c:5]([NH2:6])[cH:7][c:8]([Cl:13])[c:9]1[O:10][CH2:11][CH3:12].[CH3:32][c:33]1[cH:34][cH:35][cH:36][cH:37][cH:38]1.[Cl:25][C:26](=[O:27])[O:28][CH:29]([CH3:30])[CH3:31]>>[CH2:1]([CH3:2])[c:3]1[cH:4][c:5]([NH:6][C:26](=[O:27])[O:28][CH:29]([CH3:30])[CH3:31])[cH:7][c:8]([Cl:13])[c:9]1[O:10][CH2:11][CH3:12]. Reactants: C1(CC1)C=1C=CC(=C(C1)NC1CCN(CC1)C1CCOCC1)[N+](=O)[O-] (N-(5-cyclopropyl-2-nitrophenyl)-1-(tetrahydro-2H-pyran-4-yl)-4-piperidinamine), [Sn](Cl)Cl (tin (II) chloride), Cl (HCl). Run in C(C)O (ethanol). Reaction conditions: time 18 hour. Yields the product C1(CC1)C=1C=C(C(=CC1)N)NC1CCN(CC1)C1CCOCC1 (4-Cyclopropyl-N2-[1-(tetrahydro-2H-pyran-4-yl)-4-piperidinyl]-1,2-benzenediamine), gum. The yield is 83.0%. Reaction SMILES: [CH:1]1([C:4]2[CH:5]=[CH:6][C:7]([N+:23]([O-])=O)=[C:8]([NH:10][CH:11]3[CH2:16][CH2:15][N:14]([CH:17]4[CH2:22][CH2:21][O:20][CH2:19][CH2:18]4)[CH2:13][CH2:12]3)[CH:9]=2)[CH2:3][CH2:2]1.[Sn](Cl)Cl.Cl>C(O)C>[CH:1]1([C:4]2[CH:9]=[C:8]([NH:10][CH:11]3[CH2:16][CH2:15][N:14]([CH:17]4[CH2:22][CH2:21][O:20][CH2:19][CH2:18]4)[CH2:13][CH2:12]3)[C:7]([NH2:23])=[CH:6][CH:5]=2)[CH2:2][CH2:3]1. Procedure: A stirred mixture of N-(5-cyclopropyl-2-nitrophenyl)-1-(tetrahydro-2H-pyran-4-yl)-4-piperidinamine (D44, 150 mg, 0.43 mmol) and tin (II) chloride (326 mg, 1.72 mmol) in ethanol (10 ml) was treated with conc. HCl acid (˜0.38 ml) and heated at reflux temperature with stirring for 18 hrs. The solvent was removed by concentration under vacuum and the residue treated with dilute K2CO3 solution and extracted with ethyl acetate, filtering the mixture to remove tin residues. The separated organic phase ... The reactants are C1(=CC=CC=C1)P(C1=CC=CC=C1)C1=CC=CC=C1 (Triphenylphosphine), BrC=1C=C(C=C(C1)OC)CO ((3-bromo-5-methoxyphenyl)methanol), BrN1C(CCC1=O)=O (N-bromosuccinimide). The solvent is ClCCl (dichloromethane). Conditions: time 10 minute. Product: BrC1=CC(=CC(=C1)OC)CBr (1-bromo-3-(bromomethyl)-5-methoxybenzene). Yield: 84.2%. As a reaction SMILES: C1(P(C2C=CC=CC=2)C2C=CC=CC=2)C=CC=CC=1.[Br:20][C:21]1[CH:22]=[C:23]([CH2:29]O)[CH:24]=[C:25]([O:27][CH3:28])[CH:26]=1.[Br:31]N1C(=O)CCC1=O>ClCCl>[Br:20][C:21]1[CH:26]=[C:25]([O:27][CH3:28])[CH:24]=[C:23]([CH2:29][Br:31])[CH:22]=1. Reported procedure: Triphenylphosphine (28 g; KANTO) was added to a dichloromethane (150 mL) solution of Intermediate 1 (22.05 g) with ice cooling, the resulting mixture was stirred for approx. 10 minutes followed by the addition of N-bromosuccinimide (20 g; TCI), and the resulting mixture was stirred at room temperature for 13 hours and 30 minutes. The solvent was evaporated under reduced pressure and the residue was purified by column chromatography (n-hexane/ethyl acetate) to give the title compound (23.94 g). The reactants are B, [Na+], C1CCOC1, C1CCOC1, [OH-], OO, OCCC1=CCN(Cc2ccccc2)CC1. Yields the product OCCC1CCN(Cc2ccccc2)CC1O. As a reaction SMILES: [BH3:6].[Na+:24].[O:1]1[CH2:2][CH2:3][CH2:4][CH2:5]1.[O:27]1[CH2:28][CH2:29][CH2:30][CH2:31]1.[OH-:23].[OH:25][OH:26].[c:7]1([CH2:13][N:14]2[CH2:15][CH2:16][C:17]([CH2:20][CH2:21][OH:22])=[CH:18][CH2:19]2)[cH:8][cH:9][cH:10][cH:11][cH:12]1>>[OH:1][CH:18]1[CH:17]([CH2:20][CH2:21][OH:22])[CH2:16][CH2:15][N:14]([CH2:13][c:7]2[cH:8][cH:9][cH:10][cH:11][cH:12]2)[CH2:19]1. The product is CCOc1cc(C)c(C(=O)N=C(N)N)cc1S(C)(=O)=O. Reaction SMILES: [CH3:1][c:2]1[c:3]([C:4](=[O:5])[O:6][CH3:7])[cH:8][c:9]([S:15](=[O:16])(=[O:17])[CH3:18])[c:10]([O:12][CH2:13][CH3:14])[cH:11]1.[CH3:23][OH:24].[NH2:19][C:20]([NH2:21])=[NH:22]>>[CH3:1][c:2]1[c:3]([C:4](=[O:5])[N:19]=[C:20]([NH2:21])[NH2:22])[cH:8][c:9]([S:15](=[O:16])(=[O:17])[CH3:18])[c:10]([O:12][CH2:13][CH3:14])[cH:11]1. Starting materials: CCOc1cc(C)c(C(=O)OC)cc1S(C)(=O)=O, CO, N=C(N)N. Reactants: Cl.COCN (N-methoxymethyl amine hydrochloride), S(O)(O)(=O)=O (sulfuric acid), C1C(CC2=CC=CC=C12)C(=O)O (indane 2-carboxylic acid), C(=O)(N1C=NC=C1)N1C=NC=C1 (carbonyldiimidazole), C(C)(C)N(C(C)C)CC (N,N-diisopropylethylamine). Run in CN(C)C=O (DMF). Run at time 18 hour. Product: CON(C(=O)C1CC2=CC=CC=C2C1)C (N-methoxy-N-methyl-indane-2-carboxamide). As a reaction SMILES: [CH2:1]1[C:9]2[C:4](=[CH:5][CH:6]=[CH:7][CH:8]=2)[CH2:3][CH:2]1[C:10]([OH:12])=O.C([N:20]1[CH:24]=CN=C1)(N1C=CN=C1)=O.C(N(CC)C(C)C)(C)C.Cl.[CH3:35][O:36]CN.S(=O)(=O)(O)O>CN(C=O)C>[CH3:35][O:36][N:20]([CH3:24])[C:10]([CH:2]1[CH2:3][C:4]2[C:9](=[CH:8][CH:7]=[CH:6][CH:5]=2)[CH2:1]1)=[O:12] |f:3.4|. Reported procedure: A solution of indane 2-carboxylic acid (324 mg, 2 mmol) and carbonyldiimidazole (299 mg, 2.2 mmol) in DMF (5 mL) was stirred at room temperature for 30 min. N,N-diisopropylethylamine (0.522 mL, 3 mmol) was added followed by N-methoxymethyl amine hydrochloride (195 mg, 2 mmol). The reaction mixture was stirred at room temperature for 18 h, and then treated with 1N sulfuric acid (100 mL). The mixture was extracted with methylene chloride (3×50 mL), and the combined extracts were washed with water,... Starting materials: Br, CC(=O)O, CC(O)c1ccc(Cl)cc1Cl, O. The product is CC(Br)c1ccc(Cl)cc1Cl. Reaction SMILES: [BrH:1].[C:14]([OH:15])(=[O:16])[CH3:17].[Cl:2][c:3]1[c:4]([CH:10]([CH3:11])[OH:12])[cH:5][cH:6][c:7]([Cl:9])[cH:8]1.[OH2:13]>>[Br:1][CH:10]([c:4]1[c:3]([Cl:2])[cH:8][c:7]([Cl:9])[cH:6][cH:5]1)[CH3:11]. Starting materials: CC(=O)O[BH-](OC(C)=O)OC(C)=O, CC(=O)O, ClCCCl, O=Cc1cccc(OC(F)(F)C(F)F)c1, Nc1cccc(O)c1, [Na+]. Product: Oc1cccc(NCc2cccc(OC(F)(F)C(F)F)c2)c1. Reaction SMILES: [C:24]([O:25][BH-:26]([O:27][C:28](=[O:29])[CH3:30])[O:31][C:32](=[O:33])[CH3:34])(=[O:35])[CH3:36].[CH3:38][C:39](=[O:40])[OH:41].[Cl:42][CH2:43][CH2:44][Cl:45].[F:9][C:10]([CH:11]([F:12])[F:13])([O:14][c:15]1[cH:16][c:17]([CH:18]=[O:19])[cH:20][cH:21][cH:22]1)[F:23].[NH2:1][c:2]1[cH:3][cH:4][cH:5][c:6]([OH:7])[cH:8]1.[Na+:37]>>[NH:1]([c:2]1[cH:3][cH:4][cH:5][c:6]([OH:7])[cH:8]1)[CH2:18][c:17]1[cH:16][c:15]([O:14][C:10]([F:9])([CH:11]([F:12])[F:13])[F:23])[cH:22][cH:21][cH:20]1.